This data is from the Open Reaction Database (ORD), a public repository of structured organic reaction records. The task is: describe an organic reaction: reactants, conditions, products, and yield Starting materials: C1OC2=C(O1)C=C(C=C2)O (sesamol), C1(=CC=CC=C1)C(C)O (1-phenylethyl alcohol), C(C(=O)O)(=O)O (oxalic acid). The solvent is O (water), C(C)(=O)O (acetic acid), O (water). Yields the product CC(C1=CC=CC=C1)C1=CC2=C(C=C1OC)OCO2 ((α-Methylbenzyl)-3,4-methylenedioxy-6-methoxybenzene), CC(C1=CC=CC=C1)C1=CC2=C(C=C1O)OCO2 ((α-methylbenzyl)-3,4-methylenedioxy-6-hydroxybenzene). As a reaction SMILES: [CH2:1]1[O:5][C:4]2[CH:6]=[C:7]([OH:10])[CH:8]=[CH:9][C:3]=2[O:2]1.[C:11]1([CH:17](O)[CH3:18])[CH:16]=[CH:15][CH:14]=[CH:13][CH:12]=1.[C:20](O)(=O)C(O)=O>C(O)(=O)C.O>[CH3:18][CH:17]([C:8]1[C:7]([O:10][CH3:20])=[CH:6][C:4]2[O:5][CH2:1][O:2][C:3]=2[CH:9]=1)[C:11]1[CH:16]=[CH:15][CH:14]=[CH:13][CH:12]=1.[CH3:18][CH:17]([C:8]1[C:7]([OH:10])=[CH:6][C:4]2[O:5][CH2:1][O:2][C:3]=2[CH:9]=1)[C:11]1[CH:16]=[CH:15][CH:14]=[CH:13][CH:12]=1. Procedure: (α-Methylbenzyl)-3,4-methylenedioxy-6-methoxybenzene was prepared as follows: A solution of sesamol (41.4 g), 1-phenylethyl alcohol (36.6 g) and oxalic acid (2 g) in acetic acid (100 ml) and water (10 ml) was refluxed for 24 hours and diluted with water. Distillation of the oily product gave a pale yellow oil, b.p. 204°-205° at 4.0 mm Hg (56 g) which crystallized. Recrystallization from benzene-skelly solve F gave (α-methylbenzyl)-3,4-methylenedioxy-6-hydroxybenzene as colorless needles, m.p. 10... The reactants are O=C([O-])[O-], CCOC(C)=O, CC1(C)OC(=O)Nc2ccc(-c3ccc(C#N)[nH]3)cc21, CN(C)C=O, CI, [K+], [K+], O. Product: CCn1c(C#N)ccc1-c1ccc2c(c1)C(C)(C)OC(=O)N2. Reaction SMILES: [C:21](=[O:22])([O-:23])[O-:24].[C:30]([CH3:31])([O:32][CH2:33][CH3:34])=[O:35].[CH3:1][C:2]1([CH3:20])[O:3][C:4](=[O:19])[NH:5][c:6]2[c:7]1[cH:8][c:9](-[c:12]1[cH:13][cH:14][c:15]([C:17]#[N:18])[nH:16]1)[cH:10][cH:11]2.[CH3:36][N:37]([CH3:38])[CH:39]=[O:40].[I:27][CH3:28].[K+:25].[K+:26].[OH2:29]>>[CH3:1][C:2]1([CH3:20])[O:3][C:4](=[O:19])[NH:5][c:6]2[c:7]1[cH:8][c:9](-[c:12]1[cH:13][cH:14][c:15]([C:17]#[N:18])[n:16]1[CH2:30][CH3:31])[cH:10][cH:11]2. Run in CN1C(CCC1)=O (1-methyl-2-pyrrolidinone). The product is C(C)C1=CC2=C(C(C3=C(C=C2)C=C(C=C3)C)C=3C(NC(N(C3)C3=NC(=NC=C3)N(CC(=O)OC)C)=O)=O)C=C1 ((±)-N-[4-[5-{2-Ethyl-8-methyl-5H-dibenzo[a,d]cyclohepten-5-yl}-3,4-dihydro-2,4-dioxo-1(2H)-pyrimidinyl]pyrimidin-2-yl]-N-methylglycine, methyl ester). Procedure details: A mixture of the product of step (i) (0.68 g), and the product of example 15 step (vii) (2.35 g) was stirred with cesium carbonate (2.22 g) in 1-methyl-2-pyrrolidinone (20 ml) at 70-80° C. for 4 hours. The reaction mixture was partitioned between ethyl acetate and brine. The organic layer was dried (MgSO4) and evaporated under reduced pressure. The residue was purified by chromatography eluting with ethyl acetate in toluene. Yield 0.57 g. RXN SMILES: F[C:2]1[CH:7]=[CH:6][N:5]=[C:4]([N:8]([CH3:14])[CH2:9][C:10]([O:12][CH3:13])=[O:11])[N:3]=1.[CH2:15]([C:17]1[CH:40]=[CH:39][C:20]2[CH:21]([C:31]3[C:32](=[O:38])[NH:33][C:34](=[O:37])[NH:35][CH:36]=3)[C:22]3[CH:29]=[CH:28][C:27]([CH3:30])=[CH:26][C:23]=3[CH:24]=[CH:25][C:19]=2[CH:18]=1)[CH3:16].C(=O)([O-])[O-].[Cs+].[Cs+]>CN1CCCC1=O>[CH2:15]([C:17]1[CH:40]=[CH:39][C:20]2[CH:21]([C:31]3[C:32](=[O:38])[NH:33][C:34](=[O:37])[N:35]([C:2]4[CH:7]=[CH:6][N:5]=[C:4]([N:8]([CH3:14])[CH2:9][C:10]([O:12][CH3:13])=[O:11])[N:3]=4)[CH:36]=3)[C:22]3[CH:29]=[CH:28][C:27]([CH3:30])=[CH:26][C:23]=3[CH:24]=[CH:25][C:19]=2[CH:18]=1)[CH3:16] |f:2.3.4|. The reactants are C(C)C1=CC2=C(C(C3=C(C=C2)C=C(C=C3)C)C=3C(NC(NC3)=O)=O)C=C1 ((±)-5[-2-Ethyl-8-methyl-5H-dibenzo[a,d]cyclohepten-5-yl]-2,4(1H,3H)-pyrimidinedione), C([O-])([O-])=O.[Cs+].[Cs+] (cesium carbonate), FC1=NC(=NC=C1)N(CC(=O)OC)C (N-[4-Fluoropyrimidin-2-yl]-N-methylglycine, methyl ester). Reactants: BrCc1cc2ccccc2s1, C1CCOC1, CC(C)[N-]C(C)C, O=C1CCCN1C1CCCCC1, [Li+]. Product: O=C1C(Cc2cc3ccccc3s2)CCN1C1CCCCC1. As a reaction SMILES: [Br:21][CH2:22][c:23]1[cH:24][c:25]2[c:26]([s:27]1)[cH:28][cH:29][cH:30][cH:31]2.[CH2:32]1[O:33][CH2:34][CH2:35][CH2:36]1.[CH:13]([N-:14][CH:15]([CH3:16])[CH3:17])([CH3:18])[CH3:19].[CH:1]1([N:7]2[C:8](=[O:12])[CH2:9][CH2:10][CH2:11]2)[CH2:2][CH2:3][CH2:4][CH2:5][CH2:6]1.[Li+:20]>>[CH:1]1([N:7]2[C:8](=[O:12])[CH:9]([CH2:22][c:23]3[cH:24][c:25]4[c:26]([s:27]3)[cH:28][cH:29][cH:30][cH:31]4)[CH2:10][CH2:11]2)[CH2:2][CH2:3][CH2:4][CH2:5][CH2:6]1. Reactants: BrC=1C=C2C(=NC1)OC1=CC=C(C=C1[C@]21N=C(OCC1)N)N ((S)-3-bromo-5′,6′-dihydrospiro[chromeno[2,3-b]pyridine-5,4′-[1,3]oxazine]-2′,7-diamine), C([O-])(O)=O (bicarbonate), [Cl-].COC1=NC(=NC(=N1)OC)[N+]1(CCOCC1)C (4-(4,6-dimethoxy-1,3,5-triazin-2-yl)-4-methylmorpholinium chloride), ClC=1C=CC(=NC1)C(=O)O (5-chloro-2-pyridinecarboxylic acid). The solvent is O (water), CCOC(=O)C (EtOAc), CO (MeOH), C1CCOC1 (THF). Run at time 20 minute. The product is NC=1OCC[C@]2(N1)C1=CC(=CC=C1OC1=NC=C(C=C12)Br)NC(C1=NC=C(C=C1)Cl)=O ((S)—N-(2′-amino-3-bromo-5′,6′-dihydrospiro[chromeno[2,3-b]pyridine-5,4′-[1,3]oxazin]-7-yl)-5-chloropicolinamide). Yield: 20.6%. As a reaction SMILES: [Cl-].COC1N=C(OC)N=C([N+]2(C)CCOCC2)N=1.[Cl:19][C:20]1[CH:21]=[CH:22][C:23]([C:26]([OH:28])=O)=[N:24][CH:25]=1.[Br:29][C:30]1[CH:31]=[C:32]2[C@:43]3([CH2:48][CH2:47][O:46][C:45]([NH2:49])=[N:44]3)[C:42]3[C:37](=[CH:38][CH:39]=[C:40]([NH2:50])[CH:41]=3)[O:36][C:33]2=[N:34][CH:35]=1.C(=O)(O)[O-]>CO.C1COCC1.CCOC(C)=O.O>[NH2:49][C:45]1[O:46][CH2:47][CH2:48][C@:43]2([C:32]3[C:33](=[N:34][CH:35]=[C:30]([Br:29])[CH:31]=3)[O:36][C:37]3[C:42]2=[CH:41][C:40]([NH:50][C:26](=[O:28])[C:23]2[CH:22]=[CH:21][C:20]([Cl:19])=[CH:25][N:24]=2)=[CH:39][CH:38]=3)[N:44]=1 |f:0.1|. Reported procedure: 4-(4,6-dimethoxy-1,3,5-triazin-2-yl)-4-methylmorpholinium chloride (228 mg, 0.775 mmol) was added to a solution of 5-chloro-2-pyridinecarboxylic acid (122 mg, 0.775 mmol) in MeOH (0.6 mL), followed by a solution of (S)-3-bromo-5′,6′-dihydrospiro[chromeno[2,3-b]pyridine-5,4′-[1,3]oxazine]-2′,7-diamine (140 mg, 0.388 mmol) in THF (1.6 mL) MeOH (0.5 mL). The reaction mixture was allowed to stir for 20 min at rt. Diluted, aqueous bicarbonate solution was added, followed by additional water and EtOAc... The reactants are C1(O)=CC(O)=CC=C1 (resorcinol), O1CCOCC1 (dioxane), C(C)(=O)C1=CC=CC=C1 (acetophenone). Reagents/catalysts: Cl (hydrochloric acid). Run in O (water). Reaction conditions: time 3 hour. The product is C1(O)=C(C(O)=CC=C1)CC(=O)C1=CC=CC=C1 (Resorcinol-acetophenone). RXN SMILES: [C:1]1([CH:8]=[CH:7][CH:6]=[C:4]([OH:5])[CH:3]=1)[OH:2].O1CCOCC1.[C:15]([C:18]1[CH:23]=[CH:22][CH:21]=[CH:20][CH:19]=1)(=[O:17])[CH3:16]>Cl.O>[C:1]1([CH:8]=[CH:7][CH:6]=[C:4]([OH:5])[C:3]=1[CH2:16][C:15]([C:18]1[CH:23]=[CH:22][CH:21]=[CH:20][CH:19]=1)=[O:17])[OH:2]. Procedure details: To a solution of 550 g. of resorcinol in 1 l. of dioxane were added 600 g. of acetophenone and 0.5 ml. of 35% conc. hydrochloric acid as a catalyst. The resulting mixture was heated with stirring for 3 hours and then poured into 5 l. of a cold water to give a pale brown powdery resin.